From a dataset of the Open Reaction Database (ORD), a public repository of structured organic reaction records. describe an organic reaction: reactants, conditions, products, and yield The reactants are COC(=O)CN1C(C(NC2=CC=CC=C12)=O)=O (1-methoxycarbonylmethylquinoxaline-2,3(1H,4H)-dione), N (ammonia). Conditions: time 18 hour. Product: C(N)(=O)CN1C(C(NC2=CC=CC=C12)=O)=O (1-carbamoylmethylquinoxaline-2,3(1H,4H)-dione). Isolated yield 32.0%. Reaction SMILES: C[O:2][C:3]([CH2:5][N:6]1[C:15]2[C:10](=[CH:11][CH:12]=[CH:13][CH:14]=2)[NH:9][C:8](=[O:16])[C:7]1=[O:17])=O.[NH3:18]>>[C:3]([CH2:5][N:6]1[C:15]2[C:10](=[CH:11][CH:12]=[CH:13][CH:14]=2)[NH:9][C:8](=[O:16])[C:7]1=[O:17])(=[O:2])[NH2:18]. Procedure: A mixture of 0.17 g (0.7 mmol) 1-methoxycarbonylmethylquinoxaline-2,3(1H,4H)-dione and 10 ml 25% aqueous ammonia was stirred for 18 h. The product was filtered off and washed with cold water to give 0.05 g (32%) 1-carbamoylmethylquinoxaline-2,3(1H,4H)-dione. M.p. >300° C. MS m/c: 219 (M+, 40%), 119 (100%). Starting materials: CC1=C(N)C=CC=C1 (2-methylaniline), C(C)OC1=NC2=C(C(=CC=C2C(=C1)OC1CC2C(N(CCCCC=CC3CC3(NC(C2C1)=O)C(=O)O)C)=O)OC)C (17-[2-ethoxy-7-methoxy-8-methylquinolin-4-yloxy]-13-methyl-2,14-dioxo-3,13-diazatricyclo[13.3.0.04,6]octadec-7-ene-4-carboxylic acid). Product: C(C)OC1=NC2=C(C=CC=C2C(=C1)OC1CC2C(N(CCCCC=CC3CC3(NC(C2C1)=O)C(=O)O)C)=O)C (17-[2-ethoxy-8-methylquinolin-4-yloxy]-13-methyl-2,14-dioxo-3,13-diazatricyclo[13.3.0.04,6]octadec-7-ene-4-carboxylic acid). RXN SMILES: CC1C=CC=CC=1N.[CH2:9]([O:11][C:12]1[CH:21]=[C:20]([O:22][CH:23]2[CH2:40][CH:39]3[CH:25]([C:26](=[O:46])[N:27]([CH3:45])[CH2:28][CH2:29][CH2:30][CH2:31][CH:32]=[CH:33][CH:34]4[C:36]([C:42]([OH:44])=[O:43])([NH:37][C:38]3=[O:41])[CH2:35]4)[CH2:24]2)[C:19]2[C:14](=[C:15]([CH3:49])[C:16](OC)=[CH:17][CH:18]=2)[N:13]=1)[CH3:10]>>[CH2:9]([O:11][C:12]1[CH:21]=[C:20]([O:22][CH:23]2[CH2:40][CH:39]3[CH:25]([C:26](=[O:46])[N:27]([CH3:45])[CH2:28][CH2:29][CH2:30][CH2:31][CH:32]=[CH:33][CH:34]4[C:36]([C:42]([OH:44])=[O:43])([NH:37][C:38]3=[O:41])[CH2:35]4)[CH2:24]2)[C:19]2[C:14](=[C:15]([CH3:49])[CH:16]=[CH:17][CH:18]=2)[N:13]=1)[CH3:10]. Reported procedure: The title compound (12) was prepared from 2-methylaniline following the procedure (Steps A-J) reported for synthesis of 17-[2-ethoxy-7-methoxy-8-methylquinolin-4-yloxy]-13-methyl-2,14-dioxo-3,13-diazatricyclo[13.3.0.04,6]octadec-7-ene-4-carboxylic acid (2): m/z=536 (M+H)+.